describe an organic reaction: reactants, conditions, products, and yield From a dataset of the Open Reaction Database (ORD), a public repository of structured organic reaction records. The reactants are N([C@@H](CC1=CNC2=CC=CC=C12)C(=O)O)C(=O)OCC1=CC=CC=C1 (Z-Trp-OH), NC1=CC=CC=C1 (aniline), C1CCC(CC1)N=C=NC2CCCCC2 (DCC). Run in C1CCOC1 (THF). Run at time 8 hour. Yields the product N([C@@H](CC1=CNC2=CC=CC=C12)C(=O)NC1=CC=CC=C1)C(=O)OCC1=CC=CC=C1 (Z-Trp-NHPh). The yield is 69.7%. As a reaction SMILES: [NH:1]([C:16]([O:18][CH2:19][C:20]1[CH:25]=[CH:24][CH:23]=[CH:22][CH:21]=1)=[O:17])[C@H:2]([C:13]([OH:15])=O)[CH2:3][C:4]1[C:12]2[C:7](=[CH:8][CH:9]=[CH:10][CH:11]=2)[NH:6][CH:5]=1.[NH2:26][C:27]1[CH:32]=[CH:31][CH:30]=[CH:29][CH:28]=1.C1CCC(N=C=NC2CCCCC2)CC1>C1COCC1>[NH:1]([C:16]([O:18][CH2:19][C:20]1[CH:21]=[CH:22][CH:23]=[CH:24][CH:25]=1)=[O:17])[C@H:2]([C:13]([NH:26][C:27]1[CH:32]=[CH:31][CH:30]=[CH:29][CH:28]=1)=[O:15])[CH2:3][C:4]1[C:12]2[C:7](=[CH:8][CH:9]=[CH:10][CH:11]=2)[NH:6][CH:5]=1. Procedure details: To a solution of Z-Trp-OH (2 g, 5.9 mmol) in THF (88 mL) at 5° C. were added aniline (540 μL, 5.9 mmol) and DCC (1.6 g, 7.7 mmol). The reaction was allowed to warn up to room temperature overnight. The solvent was evaporated off and the crude was triturated with ethyl acetate (50 mL). After filtration, the organic phase was successively washed with aqueous 5% KHSO4, aqueous 10% KHCO3, brine and was dried over Na2SO4. The solvent was removed in vacuo. The crude amide was purified by precipitation... Starting materials: CCN(C(C)C)C(C)C, O=C(Cl)OCc1ccccc1, ClCCl, CC(C)(C)OC(=O)N1CCC(N)CC1. Product: CC(C)(C)OC(=O)N1CCC(NC(=O)OCc2ccccc2)CC1. RXN SMILES: [CH:15]([N:16]([CH2:17][CH3:18])[CH:19]([CH3:20])[CH3:21])([CH3:22])[CH3:23].[Cl:24][C:25](=[O:26])[O:27][CH2:28][c:29]1[cH:30][cH:31][cH:32][cH:33][cH:34]1.[Cl:35][CH2:36][Cl:37].[NH2:1][CH:2]1[CH2:3][CH2:4][N:5]([C:8](=[O:9])[O:10][C:11]([CH3:12])([CH3:13])[CH3:14])[CH2:6][CH2:7]1>>[NH:1]([CH:2]1[CH2:3][CH2:4][N:5]([C:8](=[O:9])[O:10][C:11]([CH3:12])([CH3:13])[CH3:14])[CH2:6][CH2:7]1)[C:25](=[O:26])[O:27][CH2:28][c:29]1[cH:30][cH:31][cH:32][cH:33][cH:34]1.